Dataset: the Open Reaction Database (ORD), a public repository of structured organic reaction records. Task: describe an organic reaction: reactants, conditions, products, and yield The reactants are BrCc1ccccc1, CCCCCCCCCCCCCCc1ccc(CCCCCC)c(OCC(O)COC(c2ccccc2)(c2ccccc2)c2ccccc2)c1, CN(C)C=O, [H-], [Na+]. Yields the product CCCCCCCCCCCCCCc1ccc(CCCCCC)c(OCC(COC(c2ccccc2)(c2ccccc2)c2ccccc2)OCc2ccccc2)c1. Reaction SMILES: [Br:54][CH2:55][c:56]1[cH:57][cH:58][cH:59][cH:60][cH:61]1.[CH2:1]([CH2:2][CH2:3][CH2:4][CH2:5][CH3:6])[c:7]1[c:8]([O:9][CH2:10][CH:11]([CH2:12][O:13][C:14]([c:15]2[cH:16][cH:17][cH:18][cH:19][cH:20]2)([c:21]2[cH:22][cH:23][cH:24][cH:25][cH:26]2)[c:27]2[cH:28][cH:29][cH:30][cH:31][cH:32]2)[OH:33])[cH:34][c:35]([CH2:38][CH2:39][CH2:40][CH2:41][CH2:42][CH2:43][CH2:44][CH2:45][CH2:46][CH2:47][CH2:48][CH2:49][CH2:50][CH3:51])[cH:36][cH:37]1.[CH3:62][N:63]([CH3:64])[CH:65]=[O:66].[H-:52].[Na+:53]>>[CH2:1]([CH2:2][CH2:3][CH2:4][CH2:5][CH3:6])[c:7]1[c:8]([O:9][CH2:10][CH:11]([CH2:12][O:13][C:14]([c:15]2[cH:16][cH:17][cH:18][cH:19][cH:20]2)([c:21]2[cH:22][cH:23][cH:24][cH:25][cH:26]2)[c:27]2[cH:28][cH:29][cH:30][cH:31][cH:32]2)[O:33][CH2:55][c:56]2[cH:57][cH:58][cH:59][cH:60][cH:61]2)[cH:34][c:35]([CH2:38][CH2:39][CH2:40][CH2:41][CH2:42][CH2:43][CH2:44][CH2:45][CH2:46][CH2:47][CH2:48][CH2:49][CH2:50][CH3:51])[cH:36][cH:37]1. The reactants are O[C@@H]1C[C@H](N(C1)C(=O)OC(C)(C)C)C(=O)OC (1-tert-butyl 2-methyl (2S,4R)-4-hydroxypyrrolidine-1,2-dicarboxylate), C1=CC=C(C=C1)P(C2=CC=CC=C2)C3=CC=CC=C3 (PPh3), CC(C)OC(=O)/N=N/C(=O)OC(C)C (DIAD), petroleum ether EtOAc. Run in C1CCOC1 (THF). Reaction conditions: time 8 hour. The product is O=C1OC2CN(C1C2)C(=O)OC(C)(C)C (tert-Butyl 3-oxo-2-oxa-5-azabicyclo[2.2.1]heptane-5-carboxylate), solid. The yield is 72.0%. RXN SMILES: O[C@H:2]1[CH2:6][N:5]([C:7]([O:9][C:10]([CH3:13])([CH3:12])[CH3:11])=[O:8])[C@H:4]([C:14]([O:16]C)=[O:15])[CH2:3]1.C1C=CC(P(C2C=CC=CC=2)C2C=CC=CC=2)=CC=1.CC(OC(/N=N/C(OC(C)C)=O)=O)C>C1COCC1>[O:15]=[C:14]1[CH:4]2[CH2:3][CH:2]([CH2:6][N:5]2[C:7]([O:9][C:10]([CH3:11])([CH3:12])[CH3:13])=[O:8])[O:16]1. Reported procedure: To a solution of 1-tert-butyl 2-methyl (2S,4R)-4-hydroxypyrrolidine-1,2-dicarboxylate (170.0 g, 0.736 mol) and PPh3 (237.0 g, 0.88 mol) in dry THF (1.5 L) was added dropwise DIAD (178.35 g, 0.88 mol) at 0° C. under N2 gas. After addition, the resulting reaction mixture was stirred at room temperature overnight. TLC (petroleum ether/EtOAc 3:1) indicated the complete consumption of compound 1A. The solvent was removed in vacuo. The residue was purified by column chromatography (silica gel, petrole... Starting materials: CC1NCCC2=C1N=CN=C2C2=CC=NN2C2OCCCC2 (8-methyl-4-(1-(tetrahydro-2H-pyran-2-yl)-1H-pyrazol-5-yl)-5,6,7,8-tetrahydropyrido[3,4-d]pyrimidine), Intermediate 43, ClC1=C(C(=O)O)C=CC(=C1Cl)F (2,3-dichloro-4-fluorobenzoic acid), FC1=C(C(=O)O)C=CC=C1C(F)(F)F (2-fluoro-3-(trifluoromethyl)benzoic acid), Intermediate 44. Yields the product ClC1=C(C=CC(=C1Cl)F)C(=O)N1C(C=2N=CN=C(C2CC1)C1=CC=NN1)C ((2,3-dichloro-4-fluorophenyl)(8-methyl-4-(1H-pyrazol-5-yl)-5,6-dihydropyrido[3,4-d]pyrimidin-7(8H)-yl)methanone). RXN SMILES: [Cl:1][C:2]1[C:10]([Cl:11])=[C:9]([F:12])[CH:8]=[CH:7][C:3]=1[C:4]([OH:6])=O.FC1C(C(F)(F)F)=CC=CC=1C(O)=O.[CH3:27][CH:28]1[C:33]2[N:34]=[CH:35][N:36]=[C:37]([C:38]3[N:42](C4CCCCO4)[N:41]=[CH:40][CH:39]=3)[C:32]=2[CH2:31][CH2:30][NH:29]1>>[Cl:1][C:2]1[C:10]([Cl:11])=[C:9]([F:12])[CH:8]=[CH:7][C:3]=1[C:4]([N:29]1[CH2:30][CH2:31][C:32]2[C:37]([C:38]3[NH:42][N:41]=[CH:40][CH:39]=3)=[N:36][CH:35]=[N:34][C:33]=2[CH:28]1[CH3:27])=[O:6]. Procedure details: The title compound was prepared in a manner analogous to Example 74 substituting 2,3-dichloro-4-fluorobenzoic acid for 2-fluoro-3-(trifluoromethyl)benzoic acid in the synthesis of Intermediate 44 and the product of Example 112, step g for Intermediate 43. MS (ESI) mass calcd. C18H14Cl2FN5O, 405.1. m/z found 406.1 [M+H]+. 1H NMR (500 MHz, CD3OD) δ 9.04-8.89 (m, 1H), 7.79-7.70 (m, 1H), 7.56-7.28 (m, 2H), 7.07-6.96 (m, 1H), 5.71-5.62 (m, 1H), 3.73-3.32 (m, 3H), 3.29-3.07 (m, 1H), 1.78-1.54 (m, 3H).